Dataset: the Open Reaction Database (ORD), a public repository of structured organic reaction records. Task: describe an organic reaction: reactants, conditions, products, and yield Starting materials: S1N=C(C2=C1C=CC=C2)NCCNC(C2=NC=CC(=C2)Cl)=O (N-(2-(benzo[d]isothiazol-3-ylamino)ethyl)-4-chloropicolinamide), N1CCOCC1 (morpholine). Solvent: ClCCl (dichloromethane). The product is S1N=C(C2=C1C=CC=C2)NCCNC(C2=NC=CC(=C2)N2CCOCC2)=O (N-(2-(benzo[d]isothiazol-3-ylamino)ethyl)-4-morpholinopicolinamide). As a reaction SMILES: [S:1]1[C:5]2[CH:6]=[CH:7][CH:8]=[CH:9][C:4]=2[C:3]([NH:10][CH2:11][CH2:12][NH:13][C:14](=[O:22])[C:15]2[CH:20]=[C:19](Cl)[CH:18]=[CH:17][N:16]=2)=[N:2]1.[NH:23]1[CH2:28][CH2:27][O:26][CH2:25][CH2:24]1>ClCCl>[S:1]1[C:5]2[CH:6]=[CH:7][CH:8]=[CH:9][C:4]=2[C:3]([NH:10][CH2:11][CH2:12][NH:13][C:14](=[O:22])[C:15]2[CH:20]=[C:19]([N:23]3[CH2:28][CH2:27][O:26][CH2:25][CH2:24]3)[CH:18]=[CH:17][N:16]=2)=[N:2]1. Procedure: A mixture of N-(2-(benzo[d]isothiazol-3-ylamino)ethyl)-4-chloropicolinamide (50 mg) in morpholine (1 mL) was microwaved at 160° C. for 30 min. The reaction mixture was diluted with dichloromethane and washed with saturated sodium bicarbonate solution and water. The organic layer was dried over anhydrous sodium sulfate, filtered and the filtrate concentrated under reduced pressure. Purification by flash column chromatography, on silica gel, eluting with a mixture of 1% methanol in dichloromethane... Reactants: CN(CCN1C(N=CC(=C1)Cl)=O)C (1-(2-Dimethylaminoethyl)-5-chloropyrimid-2-one), CI (methyl iodide). Run in C(C)#N (acetonitrile). Run at time 6 hour. The product is [I-].C[N+](CCN1C(N=CC(=C1)Cl)=O)(C)C (1-(2-Trimethylammonioethyl)-5-chloropyrimid-2-one iodide). Yield: 50.0%. RXN SMILES: [CH3:1][N:2]([CH3:13])[CH2:3][CH2:4][N:5]1[CH:10]=[C:9]([Cl:11])[CH:8]=[N:7][C:6]1=[O:12].[CH3:14][I:15]>C(#N)C>[I-:15].[CH3:1][N+:2]([CH3:14])([CH3:13])[CH2:3][CH2:4][N:5]1[CH:10]=[C:9]([Cl:11])[CH:8]=[N:7][C:6]1=[O:12] |f:3.4|. Reported procedure: 1-(2-Dimethylaminoethyl)-5-chloropyrimid-2-one (0.004 mol) and methyl iodide (0.006 mol) were dissolved in acetonitrile (20 ml) and the reaction mixture was stirred at room temperature for 6 h. The precipitate was then collected, washed with ether and recrystallized by dissolving in boiling isopropanol (50 ml) to which water (in all 14 ml) was added dropwise, until dissolution was complete; yield 50%, m.p. 235° C. (decomp.). (Found: C, 31.34; H, 4.48. Calc. for C9H15ClIN3O: C, 31.46; H, 4.40). Reactants: Cl (hydrochloric acid), CC(C)(C)C=1C=C(C=C(C1O)C(C)(C)C)CC1C(NC(S1)=S)=O (5-[[3,5-bis(1,1-dimethylethyl)-4-hydroxyphenyl]methyl]-2-thioxo-4-thiazolidinone), [OH-].[Na+] (sodium hydroxide), resultant mixture. Solvent: C(C)(=O)OCC (ethyl acetate). Run at temperature 15 celsius. The product is CC(C)(C)C=1C=C(C=C(C1O)C(C)(C)C)CC(C(=O)O)S (3-[3,5-bis(1,1-dimethylethyl)-4-hydroxyphenyl]-2-mercaptopropanoic acid). As a reaction SMILES: [CH3:1][C:2]([C:5]1[CH:6]=[C:7]([CH2:16][CH:17]2[S:21]C(=S)N[C:18]2=[O:23])[CH:8]=[C:9]([C:12]([CH3:15])([CH3:14])[CH3:13])[C:10]=1[OH:11])([CH3:4])[CH3:3].[OH-:24].[Na+].Cl>C(OCC)(=O)C>[CH3:3][C:2]([C:5]1[CH:6]=[C:7]([CH2:16][CH:17]([SH:21])[C:18]([OH:23])=[O:24])[CH:8]=[C:9]([C:12]([CH3:15])([CH3:14])[CH3:13])[C:10]=1[OH:11])([CH3:4])[CH3:1] |f:1.2|. Procedure: To 114.5 g of 5-[[3,5-bis(1,1-dimethylethyl)-4-hydroxyphenyl]methyl]-2-thioxo-4-thiazolidinone, 815 ml of 2M sodium hydroxide was added. The resultant mixture was heated to reflux temperature over the course of one hour and maintained at reflux for 2 hours. The mixture was cooled in an ice/water bath to 15° C. and 290 ml of 6M hydrochloric acid was added dropwise under a nitrogen atmosphere over 15 minutes, keeping the temperature of the mixture below 16° C. The resultant solid was dissolved by ... The reactants are C1CCOC1, COC(=O)c1ccc(OC2CCN(c3ccc(C(=O)Nc4ccccc4N)cc3)C2)cc1, CO, [K+], [OH-], O. Product: Nc1ccccc1NC(=O)c1ccc(N2CCC(Oc3ccc(C(=O)O)cc3)C2)cc1. As a reaction SMILES: [CH2:35]1[O:36][CH2:37][CH2:38][CH2:39]1.[CH3:1][O:2][C:3]([c:4]1[cH:5][cH:6][c:7]([O:10][CH:11]2[CH2:12][N:13]([c:16]3[cH:17][cH:18][c:19]([C:22]([NH:23][c:24]4[c:25]([NH2:30])[cH:26][cH:27][cH:28][cH:29]4)=[O:31])[cH:20][cH:21]3)[CH2:14][CH2:15]2)[cH:8][cH:9]1)=[O:32].[CH3:41][OH:42].[K+:34].[OH-:33].[OH2:40]>>[O:2]=[C:3]([c:4]1[cH:5][cH:6][c:7]([O:10][CH:11]2[CH2:12][N:13]([c:16]3[cH:17][cH:18][c:19]([C:22]([NH:23][c:24]4[c:25]([NH2:30])[cH:26][cH:27][cH:28][cH:29]4)=[O:31])[cH:20][cH:21]3)[CH2:14][CH2:15]2)[cH:8][cH:9]1)[OH:32]. The reactants are BrC=1C=NC(=C(C(=O)O)C1)O (5-bromo-2-hydroxynicotinic acid), C1(=CC=CC=C1)B(O)O (phenylboronic acid), C(=O)([O-])[O-].[Cs+].[Cs+] (Cs2CO3), PdCl2 [(t-Bu)2P(OH)]2. Solvent: CN(C)C=O (DMF), O (water). Reaction conditions: temperature 110 celsius. The product is O=C1NC=C(C=C1C(=O)O)C1=CC=CC=C1 (2-Oxo-5-phenyl-1,2-dihydropyridine-3-carboxylic acid). Isolated yield 18.1%. Reaction SMILES: Br[C:2]1[CH:3]=[N:4][C:5]([OH:11])=[C:6]([CH:10]=1)[C:7]([OH:9])=[O:8].[C:12]1(B(O)O)[CH:17]=[CH:16][CH:15]=[CH:14][CH:13]=1.C([O-])([O-])=O.[Cs+].[Cs+]>CN(C=O)C.O>[O:11]=[C:5]1[C:6]([C:7]([OH:9])=[O:8])=[CH:10][C:2]([C:12]2[CH:17]=[CH:16][CH:15]=[CH:14][CH:13]=2)=[CH:3][NH:4]1 |f:2.3.4|. Procedure: A mixture of 5-bromo-2-hydroxynicotinic acid (436 mg, 2.00 mmol, Syn. Comm., 19 (3&4), 553–559 (1989)), phenylboronic acid (248 mg, 2.03 mmol), Cs2CO3 (1.20 g) and PdCl2 [(t-Bu)2P(OH)]2 (170 mg, CombiPhos Catalysts, Inc. Princeton, N.J.) in DMF (10 mL) and water (1.0 mL) was purged with Ar gas and heated at 110° C. for 6 h. Additional phenylboronic acid (75 mg) was added and the mixture was heated at 110° C. for 5 h. To the reaction was added TFA (3 mL), and the mixture was concentrated in vacuo... The product is COC(=O)c1cc(OC)c2cc(F)cc(Br)c2n1. Reactants: COC(=O)c1cc(=O)c2cc(F)cc(Br)c2[nH]1, CI, CS(C)=O, [K+], [K+], O=C([O-])[O-], O. As a reaction SMILES: [CH3:1][O:2][C:3](=[O:4])[c:5]1[nH:6][c:7]2[c:8]([Br:17])[cH:9][c:10]([F:16])[cH:11][c:12]2[c:13](=[O:15])[cH:14]1.[CH3:24][I:25].[CH3:27][S:28]([CH3:29])=[O:30].[K+:18].[K+:19].[O-:20][C:21]([O-:22])=[O:23].[OH2:26]>>[CH3:1][O:2][C:3](=[O:4])[c:5]1[n:6][c:7]2[c:8]([Br:17])[cH:9][c:10]([F:16])[cH:11][c:12]2[c:13]([O:15][CH3:21])[cH:14]1. Product: NNC(=O)c1cc2cc(F)ccc2cn1. As a reaction SMILES: [CH3:18][CH2:19][OH:20].[CH3:1][O:2][C:3](=[O:4])[c:5]1[n:6][cH:7][c:8]2[cH:9][cH:10][c:11]([F:15])[cH:12][c:13]2[cH:14]1.[NH2:16][NH2:17]>>[O:2]=[C:3]([c:5]1[n:6][cH:7][c:8]2[cH:9][cH:10][c:11]([F:15])[cH:12][c:13]2[cH:14]1)[NH:16][NH2:17]. The reactants are CCO, COC(=O)c1cc2cc(F)ccc2cn1, NN. Starting materials: Cl.N1C[C@@]2(CC=CC1)C(NC1=CC=CC=C12)=O ((S)-Spiro[indoline-3,3′-(1,3,4,7-tetrahydro-2H-azepin)]-2-one Hydrochloride), Cl (HCl). The solvent is CO (methanol), CCOCC (ether). Yields the product Cl.N1CC2(CC=CC1)C(NC1=CC=CC=C12)=O (Spiro[indoline-3,3′-(1,3,4,7-tetrahydro-2H-azepin)]-2-one Hydrochloride). As a reaction SMILES: [ClH:1].[NH:2]1[CH2:8][CH:7]=[CH:6][CH2:5][C@:4]2([C:16]3[C:11](=[CH:12][CH:13]=[CH:14][CH:15]=3)[NH:10][C:9]2=[O:17])[CH2:3]1.Cl>CO.CCOCC>[ClH:1].[NH:2]1[CH2:8][CH:7]=[CH:6][CH2:5][C:4]2([C:16]3[C:11](=[CH:12][CH:13]=[CH:14][CH:15]=3)[NH:10][C:9]2=[O:17])[CH2:3]1 |f:0.1,5.6|. Reported procedure: (S)-Spiro[indoline-3,3′-(1,3,4,7-tetrahydro-2H-azepin)]-2-one Hydrochloride The material from the second peak from STEP C (47 mg) was dissolved in methanol (5 ml) and treated with HCl in ether (1.5 ml) at room temperature overnight. The title compound was obtained upon removal of solvents. MS (TSP+) m/z [M+H]+: 215. 13C NMR: (CD3OD): 181.0, 142.1, 132.7, 132.2, 130.4, 125.7, 124.8, 123.8, 111.6, 53.8, 47.6, 47.5, 35.4 ppm. Reactants: FC1=C(C=CC=C1)C1=C(C(=CN1S(=O)(=O)C=1C=NC=CC1)C=O)I (5-(2-Fluorophenyl)-4-iodo-1-(pyridin-3-ylsulfonyl)-1H-pyrrole-3-carbaldehyde), [Cu]C#N (copper (I) cyanide). Reagents/catalysts: C=1C=CC(=CC1)/C=C/C(=O)/C=C/C2=CC=CC=C2.C=1C=CC(=CC1)/C=C/C(=O)/C=C/C2=CC=CC=C2.C=1C=CC(=CC1)/C=C/C(=O)/C=C/C2=CC=CC=C2.[Pd].[Pd] (tris(dibenzylideneacetone)dipalladium), C1(=CC=CC=C1)P([C-]1C=CC=C1)C1=CC=CC=C1.[C-]1(C=CC=C1)P(C1=CC=CC=C1)C1=CC=CC=C1.[Fe+2] (1,1′-bis(diphenylphosphino)ferrocene). Solvent: C(C)(=O)OCC (ethyl acetate), O1CCOCC1 (1,4-dioxane). The product is FC1=C(C=CC=C1)C=1N(C=C(C1C#N)C=O)S(=O)(=O)C=1C=NC=CC1 (2-(2-fluorophenyl)-4-formyl-1-(pyridin-3-ylsulfonyl)-1H-pyrrole-3-carbonitrile). Yield: 99.8%. As a reaction SMILES: [F:1][C:2]1[CH:7]=[CH:6][CH:5]=[CH:4][C:3]=1[C:8]1[N:12]([S:13]([C:16]2[CH:17]=[N:18][CH:19]=[CH:20][CH:21]=2)(=[O:15])=[O:14])[CH:11]=[C:10]([CH:22]=[O:23])[C:9]=1I.[Cu][C:26]#[N:27]>O1CCOCC1.C(OCC)(=O)C.C1C=CC(/C=C/C(/C=C/C2C=CC=CC=2)=O)=CC=1.C1C=CC(/C=C/C(/C=C/C2C=CC=CC=2)=O)=CC=1.C1C=CC(/C=C/C(/C=C/C2C=CC=CC=2)=O)=CC=1.[Pd].[Pd].C1(P(C2C=CC=CC=2)[C-]2C=CC=C2)C=CC=CC=1.[C-]1(P(C2C=CC=CC=2)C2C=CC=CC=2)C=CC=C1.[Fe+2]>[F:1][C:2]1[CH:7]=[CH:6][CH:5]=[CH:4][C:3]=1[C:8]1[N:12]([S:13]([C:16]2[CH:17]=[N:18][CH:19]=[CH:20][CH:21]=2)(=[O:15])=[O:14])[CH:11]=[C:10]([CH:22]=[O:23])[C:9]=1[C:26]#[N:27] |f:4.5.6.7.8,9.10.11|. Procedure details: 5-(2-Fluorophenyl)-4-iodo-1-(pyridin-3-ylsulfonyl)-1H-pyrrole-3-carbaldehyde (489 mg), copper (I) cyanide (480 mg), tris(dibenzylideneacetone)dipalladium (0) (49 mg) and 1,1′-bis(diphenylphosphino)ferrocene (89 mg) were mixed in 1,4-dioxane (20 mL), and the mixture was heated under reflux for 3 hr. The reaction mixture was allowed to cool, diluted with ethyl acetate, and filtered. The obtained filtrate was washed with a saturated aqueous sodium hydrogencarbonate solution and saturated brine, dri...